Task: describe an organic reaction: reactants, conditions, products, and yield. Dataset: the Open Reaction Database (ORD), a public repository of structured organic reaction records Starting materials: [H-].[Na+] (sodium hydride), FC(C(=O)N)(F)F (trifluoroacetamide), ICCCCC#C (6-iodo-1-hexyne), [Cl-].[NH4+] (ammonium chloride). Solvent: CN(C)C=O (DMF), CN(C)C=O (DMF), CCOCC (ether). Reaction conditions: time 4 hour. Yields the product FC(C(=O)NCCCCC#C)(F)F (6-trifluoroacetamido-1-hexyne). Yield: 65.1%. Reaction SMILES: [H-].[Na+].[F:3][C:4]([F:9])([F:8])[C:5]([NH2:7])=[O:6].I[CH2:11][CH2:12][CH2:13][CH2:14][C:15]#[CH:16].[Cl-].[NH4+]>CN(C=O)C.CCOCC>[F:3][C:4]([F:9])([F:8])[C:5]([NH:7][CH2:16][CH2:15][CH2:14][CH2:13][C:12]#[CH:11])=[O:6] |f:0.1,4.5|. Procedure details: To a solution of sodium hydride (60% oil, 2.55 g, 63.6 mol) in DMF (50 ml), trifluoroacetamide (8.99 g, 79.6 mmol) was added portionwise as about 10 portions with ice cooling. Subsequently, a solution of 6-iodo-1-hexyne (3.31 g, 15.9 mmol) in DMF (15 ml) was added to the reaction mixture. The reaction mixture was stirred at room temperature for four hours. The reaction mixture was added with saturated aqueous ammonium chloride (100 ml) and ether (100 ml) for extraction. The ether layer was dried...